From a dataset of the Open Reaction Database (ORD), a public repository of structured organic reaction records. describe an organic reaction: reactants, conditions, products, and yield Procedure: A smaller portion of naphthalene is at the same time converted to 1,4maleic anhydride, or it is completely oxidized (to carbon dioxide and water). If the heat of reaction is too low, a greater amount of 1,4naphtaquinone is produced. If the temperature is too high, the proportion of maleic anhydride increases and the major part of naphthalene is completely oxidized. A part of orthoxylene is also converted to maleic anhydride or it undergoes complete oxidation. As a by-product of partial orthoxyle... The reactants are C1=CC=CC2=CC=CC=C12 (naphthalene), O (water), 1,4maleic anhydride, C(=O)=O (carbon dioxide). RXN SMILES: [CH:1]1[C:10]2[C:5](=[CH:6][CH:7]=[CH:8]C=2)[CH:4]=[CH:3][CH:2]=1.[C:11](=[O:13])=O.[OH2:14]>>[CH:2]1[CH:3]=[C:4]2[C:5]([C:6]([CH:7]=[CH:8][C:11]2=[O:13])=[O:14])=[CH:10][CH:1]=1. Product: C1=CC=C2C(=O)C=CC(=O)C2=C1 (1,4naphtaquinone).